From a dataset of the Open Reaction Database (ORD), a public repository of structured organic reaction records. describe an organic reaction: reactants, conditions, products, and yield The reactants are [Li+].CC(C)[N-]C(C)C (LDA), ClC1=C(C#N)C=CC(=C1)F (2-chloro-4-fluoro-benzonitrile), [Cl-].[NH4+] (ammonium chloride), C(C)(C)NC(C)C (diisopropylamine), C(CCC)[Li] (n-butyllithium), hexanes, IC (Iodomethane). Solvent: C1CCOC1 (THF), O (water), C1CCOC1 (THF). Conditions: temperature -5 celsius. The product is ClC1=C(C#N)C=CC(=C1C)F (2-Chloro-4-fluoro-3-methyl-benzonitrile). Isolated yield 73.8%. Reaction SMILES: [CH:1](NC(C)C)(C)C.C([Li])CCC.[Li+].CC([N-]C(C)C)C.[Cl:21][C:22]1[CH:29]=[C:28]([F:30])[CH:27]=[CH:26][C:23]=1[C:24]#[N:25].IC.[Cl-].[NH4+]>C1COCC1.O>[Cl:21][C:22]1[C:29]([CH3:1])=[C:28]([F:30])[CH:27]=[CH:26][C:23]=1[C:24]#[N:25] |f:2.3,6.7|. Procedure: To a solution of diisopropylamine (474 mL, 3.35 mol) in anhydrous THF (5.8 L) at −5° C. under a nitrogen atmosphere is added dropwise 2.5 M n-butyllithium in hexanes (1.24 L, 3.10 mol) over 3 h and the resulting mixture is stirred at −5° C. for one additional hour. The LDA solution is added dropwise to a solution of 2-chloro-4-fluoro-benzonitrile (400 g, 2.58 mol) in anhydrous THF (5.8 L) at −70° C. over 6 h and then stirred at −70° C. overnight. Iodomethane (643 mL, 10.32 mol) is added dropwise... Reactants: C(#C)C=1C=C(C(=O)OC)C=CC1 (methyl 3-ethynylbenzoate), IC1=CC=C(C=C1)CC(C)NC(C)=O (N-(1-(4-iodo-phenyl)propan-2-yl)acetamide), TEA. Reagents/catalysts: [Cu]I (CuI), C1=CC=C(C=C1)P(C2=CC=CC=C2)C3=CC=CC=C3.C1=CC=C(C=C1)P(C2=CC=CC=C2)C3=CC=CC=C3.Cl[Pd]Cl (bis(triphenylphosphine)-palladium (II) chloride). Solvent: CN(C)C=O (DMF). The product is C(C)(=O)NC(CC1=CC=C(C=C1)C#CC=1C=C(C(=O)OC)C=CC1)C (Methyl 3-((4-(2-acetamidopropyl)phenyl)ethynyl)benzoate). Reaction SMILES: [C:1]([C:3]1[CH:4]=[C:5]([CH:10]=[CH:11][CH:12]=1)[C:6]([O:8][CH3:9])=[O:7])#[CH:2].I[C:14]1[CH:19]=[CH:18][C:17]([CH2:20][CH:21]([NH:23][C:24](=[O:26])[CH3:25])[CH3:22])=[CH:16][CH:15]=1>CN(C=O)C.[Cu]I.C1C=CC(P(C2C=CC=CC=2)C2C=CC=CC=2)=CC=1.C1C=CC(P(C2C=CC=CC=2)C2C=CC=CC=2)=CC=1.Cl[Pd]Cl>[C:24]([NH:23][CH:21]([CH3:22])[CH2:20][C:17]1[CH:18]=[CH:19][C:14]([C:2]#[C:1][C:3]2[CH:4]=[C:5]([CH:10]=[CH:11][CH:12]=2)[C:6]([O:8][CH3:9])=[O:7])=[CH:15][CH:16]=1)(=[O:26])[CH3:25] |f:4.5.6|. Reported procedure: To 10.0 g (63.4 mmol) methyl 3-ethynylbenzoate (J. Org. Chem. 1981, 46, 2280-6) and 7.00 g (23.1 mmol) N-(1-(4-iodo-phenyl)propan-2-yl)acetamide (I52.1) in 80 mL DMF are added 100 mL TEA, 250 mg (1.31 mmol) CuI and 1.20 g (1.71 mmol) bis(triphenylphosphine)-palladium (II) chloride. After stirring over night r.t. the solvents are removed under reduced pressure. The residue is partitioned between EtOAc and diluted aq. NH4Cl solution. The organic layer is separated and the aq. layer is extracted wi...